From a dataset of the Open Reaction Database (ORD), a public repository of structured organic reaction records. describe an organic reaction: reactants, conditions, products, and yield Reactants: O=C1CN(c2ccc(-n3cc(-c4ccc(Cl)cc4Cl)nc3Cc3ccc(-c4ccc(Br)cc4)cc3)cc2)S(=O)(=O)N1, C1CNCCN1. Yields the product O=C1CN(c2ccc(-n3cc(-c4ccc(Cl)cc4Cl)nc3Cc3ccc(-c4ccc(N5CCNCC5)cc4)cc3)cc2)S(=O)(=O)N1. Reaction SMILES: [Br:1][c:2]1[cH:3][cH:4][c:5](-[c:8]2[cH:9][cH:10][c:11]([CH2:14][c:15]3[n:16](-[c:28]4[cH:29][cH:30][c:31]([N:34]5[CH2:35][C:36](=[O:41])[NH:37][S:38]5(=[O:39])=[O:40])[cH:32][cH:33]4)[cH:17][c:18](-[c:20]4[c:21]([Cl:27])[cH:22][c:23]([Cl:26])[cH:24][cH:25]4)[n:19]3)[cH:12][cH:13]2)[cH:6][cH:7]1.[CH2:42]1[CH2:43][NH:44][CH2:45][CH2:46][NH:47]1>>[c:2]1([N:44]2[CH2:43][CH2:42][NH:47][CH2:46][CH2:45]2)[cH:3][cH:4][c:5](-[c:8]2[cH:9][cH:10][c:11]([CH2:14][c:15]3[n:16](-[c:28]4[cH:29][cH:30][c:31]([N:34]5[CH2:35][C:36](=[O:41])[NH:37][S:38]5(=[O:39])=[O:40])[cH:32][cH:33]4)[cH:17][c:18](-[c:20]4[c:21]([Cl:27])[cH:22][c:23]([Cl:26])[cH:24][cH:25]4)[n:19]3)[cH:12][cH:13]2)[cH:6][cH:7]1. Starting materials: CC(=O)C (acetone), [BH4-].[Na+] (sodium borohydride), C(C)C1C(C2=CC=CC(=C2C1)C1=CC=CC=C1)=O (2-ethyl-4-phenyl-1-indanone), [BH4-].[Na+] (sodium borohydride). Solvent: C(C)O (ethanol), C(C)O (ethanol). Conditions: time 3.5 hour. The product is C(C)C=1C(C2=CC=CC(=C2C1)C1=CC=CC=C1)O (2-ethyl-1-hydroxy-4-phenylindene). Yield: 100.1%. RXN SMILES: [BH4-].[Na+].[CH2:3]([CH:5]1[CH2:13][C:12]2[C:7](=[CH:8][CH:9]=[CH:10][C:11]=2[C:14]2[CH:19]=[CH:18][CH:17]=[CH:16][CH:15]=2)[C:6]1=[O:20])[CH3:4].CC(C)=O>C(O)C>[CH2:3]([C:5]1[CH:6]([OH:20])[C:7]2[C:12]([CH:13]=1)=[C:11]([C:14]1[CH:19]=[CH:18][CH:17]=[CH:16][CH:15]=1)[CH:10]=[CH:9][CH:8]=2)[CH3:4] |f:0.1|. Procedure details: A 200-ml three-necked round flask equipped with a stirring bar, a Dimroth condenser, a dropping funnel and a thermometer was charged with 0.85 g (22.6 mmol) of sodium borohydride and 28 ml of ethanol. To the mixture was dropwise added a solution containing 10.6 g (45.1 mmol) of the above-obtained 2-ethyl-4-phenyl-1-indanone dissolved in 20 ml of ethanol at room temperature under a nitrogen atmosphere. After the addition was completed, the temperature of was elevated to 50° C., and the reaction m...